Dataset: the Open Reaction Database (ORD), a public repository of structured organic reaction records. Task: describe an organic reaction: reactants, conditions, products, and yield The reactants are C[Si](C)(C)C#CC1=CC=C(C=C1)C#CC1=CC=C(C=C1)CCCC (1-(trimethylsilylethynyl)-4-(4-n-butylphenylethynyl)benzene), C(=O)([O-])[O-].[K+].[K+] (K2CO3). The solvent is C(Cl)Cl (CH2Cl2), CO (MeOH). Run at time 19 hour. Product: C(#C)C1=CC=C(C=C1)C#CC1=CC=C(C=C1)CCCC (1-ethynyl-4-(4-n-butylphenylethynyl)benzene). Yield: 8.2%. As a reaction SMILES: C[Si]([C:5]#[C:6][C:7]1[CH:12]=[CH:11][C:10]([C:13]#[C:14][C:15]2[CH:20]=[CH:19][C:18]([CH2:21][CH2:22][CH2:23][CH3:24])=[CH:17][CH:16]=2)=[CH:9][CH:8]=1)(C)C.C([O-])([O-])=O.[K+].[K+]>C(Cl)Cl.CO>[C:6]([C:7]1[CH:12]=[CH:11][C:10]([C:13]#[C:14][C:15]2[CH:16]=[CH:17][C:18]([CH2:21][CH2:22][CH2:23][CH3:24])=[CH:19][CH:20]=2)=[CH:9][CH:8]=1)#[CH:5] |f:1.2.3|. Procedure: 1-(trimethylsilylethynyl)-4-(4-n-butylphenylethynyl)benzene (192 g, 11.86 mmol) was dissolved in CH2Cl2 (100 nit) diluted with MeOH (40 mL) and then treated with powdered K2CO3 (2.1 g, 15 mmol) and allowed to stir at ambient temperature for 19 h under N2. The reaction mixture was filtered to remove solids, concentrated, redissolved in CHCl3, washed with water (2×), brine, dried over MgSO4, filtered and concentrated to dryness to give a brown solid. The solid was chromatographed on silica gel, el...